Task: describe an organic reaction: reactants, conditions, products, and yield. Dataset: the Open Reaction Database (ORD), a public repository of structured organic reaction records Reactants: Brc1cccc(-c2ccccc2)c1, [Li]CCCC, CN(C)C=O, C1CCOC1, O. Product: O=Cc1cccc(-c2ccccc2)c1. RXN SMILES: [Br:1][c:2]1[cH:3][c:4](-[c:8]2[cH:9][cH:10][cH:11][cH:12][cH:13]2)[cH:5][cH:6][cH:7]1.[CH2:19]([Li:20])[CH2:21][CH2:22][CH3:23].[CH3:24][N:25]([CH3:26])[CH:27]=[O:28].[O:14]1[CH2:15][CH2:18][CH2:17][CH2:16]1.[OH2:29]>>[c:2]1([CH:15]=[O:14])[cH:3][c:4](-[c:8]2[cH:9][cH:10][cH:11][cH:12][cH:13]2)[cH:5][cH:6][cH:7]1. Reactants: O.C1(=CC=C(C=C1)S(=O)(=O)N1[C@H](C(=O)O)CCC1)C (N-(Toluene-4-sulfonyl)-L-proline hydrate), FC(C(=O)O)(F)F.C(C)(C)OC([C@@H](N)CC1=CC=CC=C1)=O (phenylalanine isopropyl ester trifluoroacetate). The product is C(C)(C)OC([C@@H](NC([C@H]1N(CCC1)S(=O)(=O)C1=CC=C(C=C1)C)=O)CC1=CC=CC=C1)=O (N-(Toluene-4-sulfonyl)-L-prolyl-L-phenylalanine Isopropyl Ester). Reaction SMILES: O.[C:2]1([CH3:19])[CH:7]=[CH:6][C:5]([S:8]([N:11]2[CH2:18][CH2:17][CH2:16][C@H:12]2[C:13]([OH:15])=O)(=[O:10])=[O:9])=[CH:4][CH:3]=1.FC(F)(F)C(O)=O.[CH:27]([O:30][C:31](=[O:41])[C@H:32]([CH2:34][C:35]1[CH:40]=[CH:39][CH:38]=[CH:37][CH:36]=1)[NH2:33])([CH3:29])[CH3:28]>>[CH:27]([O:30][C:31](=[O:41])[C@H:32]([CH2:34][C:35]1[CH:36]=[CH:37][CH:38]=[CH:39][CH:40]=1)[NH:33][C:13](=[O:15])[C@@H:12]1[CH2:16][CH2:17][CH2:18][N:11]1[S:8]([C:5]1[CH:4]=[CH:3][C:2]([CH3:19])=[CH:7][CH:6]=1)(=[O:9])=[O:10])([CH3:29])[CH3:28] |f:0.1,2.3|. Procedure details: N-(Toluene-4-sulfonyl)-L-proline hydrate was coupled to phenylalanine isopropyl ester trifluoroacetate using the procedure described in Method 3 to give the title compound as an oil.